Dataset: the Open Reaction Database (ORD), a public repository of structured organic reaction records. Task: describe an organic reaction: reactants, conditions, products, and yield Starting materials: [BH4-], COc1ccc(C2C(=O)c3ccc(OC)cc3C3CCCCC32)cc1, CCO, [Na+], C1CCOC1. The product is COc1ccc(C2C(O)c3ccc(OC)cc3C3CCCCC32)cc1. As a reaction SMILES: [BH4-:26].[CH3:1][O:2][c:3]1[cH:4][c:5]2[c:14]([cH:15][cH:16]1)[C:13](=[O:17])[CH:12]([c:18]1[cH:19][cH:20][c:21]([O:24][CH3:25])[cH:22][cH:23]1)[CH:11]1[CH:6]2[CH2:7][CH2:8][CH2:9][CH2:10]1.[CH3:28][CH2:29][OH:30].[Na+:27].[O:31]1[CH2:32][CH2:33][CH2:34][CH2:35]1>>[CH3:1][O:2][c:3]1[cH:4][c:5]2[c:14]([cH:15][cH:16]1)[CH:13]([OH:17])[CH:12]([c:18]1[cH:19][cH:20][c:21]([O:24][CH3:25])[cH:22][cH:23]1)[CH:11]1[CH:6]2[CH2:7][CH2:8][CH2:9][CH2:10]1. Reactants: O=C(Cl)c1ccccc1, CNCCCOc1ccc(C2CCN(C(=O)OC(C)(C)C)CC2OCc2ccc3ccccc3c2)cc1. Yields the product CN(CCCOc1ccc(C2CCN(C(=O)OC(C)(C)C)CC2OCc2ccc3ccccc3c2)cc1)C(=O)c1ccccc1. RXN SMILES: [C:38]([c:39]1[cH:40][cH:41][cH:42][cH:43][cH:44]1)(=[O:45])[Cl:46].[CH3:1][NH:2][CH2:3][CH2:4][CH2:5][O:6][c:7]1[cH:8][cH:9][c:10]([CH:13]2[CH:14]([O:26][CH2:27][c:28]3[cH:29][c:30]4[cH:31][cH:32][cH:33][cH:34][c:35]4[cH:36][cH:37]3)[CH2:15][N:16]([C:19](=[O:20])[O:21][C:22]([CH3:23])([CH3:24])[CH3:25])[CH2:17][CH2:18]2)[cH:11][cH:12]1>>[CH3:1][N:2]([CH2:3][CH2:4][CH2:5][O:6][c:7]1[cH:8][cH:9][c:10]([CH:13]2[CH:14]([O:26][CH2:27][c:28]3[cH:29][c:30]4[cH:31][cH:32][cH:33][cH:34][c:35]4[cH:36][cH:37]3)[CH2:15][N:16]([C:19](=[O:20])[O:21][C:22]([CH3:23])([CH3:24])[CH3:25])[CH2:17][CH2:18]2)[cH:11][cH:12]1)[C:38]([c:39]1[cH:40][cH:41][cH:42][cH:43][cH:44]1)=[O:45]. Reactants: OC(CNCCC1=C(SC(=C1)Br)Br)C1=CC=CC=C1 (N-(2-hydroxy-2-phenylethyl) 2,5-dibromothiophene-3-ethylamine), CS(=O)(=O)O (methane sulphonic acid). The solvent is FC(C(=O)O)(F)F (trifluoroacetic acid). Product: BrC=1SC(=C2C1CCNCC2C2=CC=CC=C2)Br (1,3-dibromo-4-phenyl-5,6,7,8-tetrahydro-4H-thieno[3,4-d]azepine). Reaction SMILES: O[CH:2]([C:14]1[CH:19]=[CH:18][CH:17]=[CH:16][CH:15]=1)[CH2:3][NH:4][CH2:5][CH2:6][C:7]1[CH:11]=[C:10]([Br:12])[S:9][C:8]=1[Br:13].CS(O)(=O)=O>FC(F)(F)C(O)=O>[Br:13][C:8]1[S:9][C:10]([Br:12])=[C:11]2[CH:2]([C:14]3[CH:19]=[CH:18][CH:17]=[CH:16][CH:15]=3)[CH2:3][NH:4][CH2:5][CH2:6][C:7]=12. Reported procedure: A solution of N-(2-hydroxy-2-phenylethyl) 2,5-dibromothiophene-3-ethylamine (7.0 g) and methane sulphonic acid (1.57 ml) in trifluoroacetic acid (35 ml) was heated under reflux for 5 hours. The brown reaction mixture was evaporated and the residue suspended in iced water (70 ml), basified with 0.880 ammonia solution (7 ml) and extracted with dichloromethane (2×100 ml). The extracts were dried, filtered and evaporated to a dark brown oil. Chromatography on silica eluting with 2% methanol in dichl... Starting materials: C1(=CC=CC=C1)[C@H]1[C@@H](C1)N=C=O (trans-2-phenylcyclopropyl isocyanate), NCCN1C(=NC=2C(=NC(=C(C21)C)C)N)C (1-(2-aminoethyl)-2,6,7-trimethyl-1H-imidazo[4,5-c]pyridin-4-amine). The product is NC1=NC(=C(C2=C1N=C(N2CCNC(=O)N[C@H]2[C@@H](C2)C2=CC=CC=C2)C)C)C (N-[2-(4-amino-2,6,7-trimethyl-1H-imidazo[4,5-c]pyridin-1-yl)ethyl]-N′-[(1R,2S)-2-phenylcyclopropyl]urea). RXN SMILES: [C:1]1([C@@H:7]2[CH2:9][C@H:8]2[N:10]=[C:11]=[O:12])[CH:6]=[CH:5][CH:4]=[CH:3][CH:2]=1.[NH2:13][CH2:14][CH2:15][N:16]1[C:24]2[C:23]([CH3:25])=[C:22]([CH3:26])[N:21]=[C:20]([NH2:27])[C:19]=2[N:18]=[C:17]1[CH3:28]>>[NH2:27][C:20]1[C:19]2[N:18]=[C:17]([CH3:28])[N:16]([CH2:15][CH2:14][NH:13][C:11]([NH:10][C@@H:8]3[CH2:9][C@H:7]3[C:1]3[CH:6]=[CH:5][CH:4]=[CH:3][CH:2]=3)=[O:12])[C:24]=2[C:23]([CH3:25])=[C:22]([CH3:26])[N:21]=1. Procedure details: Using the method of Examples 118-133, trans-2-phenylcyclopropyl isocyanate was reacted with 1-(2-aminoethyl)-2,6,7-trimethyl-1H-imidazo[4,5-c]pyridin-4-amine to provide the desired compound. The observed accurate mass was 379.2235. Starting materials: COC(C1=CC=C(C=C1)C(CCO)C=1C=NC=CC1)OC (4-[3-Hydroxy-1-(3-pyridyl)propyl]benzaldehyde dimethyl acetal), Cl (hydrogen chloride). Run in CO (methanol). Conditions: time 20 hour. Yields the product OCCC(C=1C=NC=CC1)C1=CC=C(C=O)C=C1 (4-[3-hydroxy-1-(3-pyridyl)propyl]benzaldehyde). Yield: 100.4%. RXN SMILES: C[O:2][CH:3](OC)[C:4]1[CH:9]=[CH:8][C:7]([CH:10]([C:14]2[CH:15]=[N:16][CH:17]=[CH:18][CH:19]=2)[CH2:11][CH2:12][OH:13])=[CH:6][CH:5]=1.Cl>CO>[OH:13][CH2:12][CH2:11][CH:10]([C:7]1[CH:6]=[CH:5][C:4]([CH:3]=[O:2])=[CH:9][CH:8]=1)[C:14]1[CH:15]=[N:16][CH:17]=[CH:18][CH:19]=1. Procedure: 4-[3-Hydroxy-1-(3-pyridyl)propyl]benzaldehyde dimethyl acetal (0.51 g) was dissolved in 10 ml of methanol, followed by addition of 5 ml of 6N hydrogen chloride, and stirred for 20 hours. The solvent was distilled off under reduced pressure, followed by neutralization with aqueous 2N sodium hydroxide solution, which was then extracted with methylene chloride. The organic phase was washed in saturated aqueous sodium chloride solution, dried over anhydrous magnesium sulfate, and the solvent was dis... Reactants: COC=1C=CC(=CC1)P2(=S)SP(=S)(S2)C=3C=CC(=CC3)OC (Lawesson's reagent), C(C)(=O)NNC(CN1N=C(C(=C1CC)OC1=CC=C(C=C1)C#N)CC)=O (N′-Acetyl-2-[4-(4-cyanophenoxy)-3,5-diethyl-1H-pyrazol-1-yl]acetohydrazide). The solvent is O1CCCC1 (tetrahydrofuran). Conditions: time 18 hour. The product is C(C)C1=NN(C(=C1OC1=CC=C(C#N)C=C1)CC)CC=1SC(=NN1)C (4-({3,5-Diethyl-1-((5-methyl-1,3,4-thiadiazol-2-yl)methyl]-1H-pyrazol-4-yl}oxy)benzonitrile). Isolated yield 47.2%. Reaction SMILES: COC1C=CC(P2(SP(C3C=CC(OC)=CC=3)(=S)S2)=[S:10])=CC=1.[C:23]([NH:26][NH:27][C:28](=O)[CH2:29][N:30]1[C:34]([CH2:35][CH3:36])=[C:33]([O:37][C:38]2[CH:43]=[CH:42][C:41]([C:44]#[N:45])=[CH:40][CH:39]=2)[C:32]([CH2:46][CH3:47])=[N:31]1)(=O)[CH3:24]>O1CCCC1>[CH2:46]([C:32]1[C:33]([O:37][C:38]2[CH:43]=[CH:42][C:41]([C:44]#[N:45])=[CH:40][CH:39]=2)=[C:34]([CH2:35][CH3:36])[N:30]([CH2:29][C:28]2[S:10][C:23]([CH3:24])=[N:26][N:27]=2)[N:31]=1)[CH3:47]. Procedure details: Lawesson's reagent (213 mg, 0.53 mmol) was added to a solution of the acetyl acetohydrazide of step (b) of Example 140 (170 mg, 0.48 mmol) in tetrahydrofuran (10 ml) and the reaction mixture was stirred at room temperature for 18 hours. It was then evaporated to dryness and purified by flash chromatography on silica gel eluting with ethyl acetate:pentane (1:1 then 2:1, by volume) to provide the title compound (80 mg, 47%).